describe an organic reaction: reactants, conditions, products, and yield From a dataset of the Open Reaction Database (ORD), a public repository of structured organic reaction records. Starting materials: NC=1N=C2N(C(C1[N+](=O)[O-])=O)C=C(S2)C2=CC=CC=C2 (7-amino-6-nitro-2-phenyl-5H-thiazolo[3,2-a]pyrimidin-5-one), [Sn] (tin), Cl (hydrochloric acid). Run in O1CCOCC1 (dioxane). Run at time 30 minute. Yields the product NC1=C(N=C2N(C1=O)C=C(S2)C2=CC=CC=C2)N (6,7-diamino-2-phenyl-5H-thiazolo[3,2-a]pyrimidin-5-one). RXN SMILES: [NH2:1][C:2]1[N:3]=[C:4]2[S:14][C:13]([C:15]3[CH:20]=[CH:19][CH:18]=[CH:17][CH:16]=3)=[CH:12][N:5]2[C:6](=[O:11])[C:7]=1[N+:8]([O-])=O.[Sn].Cl>O1CCOCC1>[NH2:8][C:7]1[C:6](=[O:11])[N:5]2[CH:12]=[C:13]([C:15]3[CH:20]=[CH:19][CH:18]=[CH:17][CH:16]=3)[S:14][C:4]2=[N:3][C:2]=1[NH2:1] |^3:20|. Reported procedure: 2.0 g of 7-amino-6-nitro-2-phenyl-5H-thiazolo[3,2-a]pyrimidin-5-one was suspended in 50 ml of 90% dioxane, and 3.0 g of tin powder and 5 ml of concentrated hydrochloric acid were added thereto, followed by stirring the mixture at 80° to 90° C. for 30 minutes. Any insoluble material was removed by filtration, and the filtrate was concentrated. After cooling, the precipitate formed was separated by filtration and added to concentrated aqueous ammonia. The precipitate was separated by filtration an... Reactants: NCC(=O)O (glycine), ClC1=C(OCCCC(=O)Cl)C=CC(=C1Cl)\C=C(/CC)\[N+](=O)[O-] (E-4-[2,3-dichloro-4-(2-nitro-1-butenyl)phenoxy]butyryl chloride). Solvent: O1CCCC1 (tetrahydrofuran). Conditions: time 2.25 hour. The product is ClC1=C(OCCCC(=O)NCC(=O)O)C=CC(=C1Cl)\C=C(/CC)\[N+](=O)[O-] (N-{(E)-4-[2,3-dichloro-4-(2-nitro-1-butenyl)phenoxy]butyryl}glycine). RXN SMILES: [NH2:1][CH2:2][C:3]([OH:5])=[O:4].[Cl:6][C:7]1[C:19]([Cl:20])=[C:18](/[CH:21]=[C:22](/[N+:25]([O-:27])=[O:26])\[CH2:23][CH3:24])[CH:17]=[CH:16][C:8]=1[O:9][CH2:10][CH2:11][CH2:12][C:13](Cl)=[O:14]>O1CCCC1>[Cl:6][C:7]1[C:19]([Cl:20])=[C:18](/[CH:21]=[C:22](/[N+:25]([O-:27])=[O:26])\[CH2:23][CH3:24])[CH:17]=[CH:16][C:8]=1[O:9][CH2:10][CH2:11][CH2:12][C:13]([NH:1][CH2:2][C:3]([OH:5])=[O:4])=[O:14]. Reported procedure: To a stirring suspension of finely ground glycine (6.01 g, 0.08 mole) in tetrahydrofuran (50 ml) is added, dropwise, the solution of E-4-[2,3-dichloro-4-(2-nitro-1-butenyl)phenoxy]butyryl chloride over a period of 15 minutes. The mixture is stirred at ambient temperature for 2.25 hours and then at reflux for one hour. The mixture is cooled, filtered and washed with tetrahydrofuran. The solid is suspended in water (60 ml), filtered, washed with water and dried to give 7.45 g of N-{(E)-4-[2,3-dich... Starting materials: BrC=1N(N=C2C=CC(=CC12)CN1C(=NC(=C1CO)Cl)CCCC)C1=C(C=CC=C1)C=1N=NN(N1)C(C1=CC=CC=C1)(C1=CC=CC=C1)C1=CC=CC=C1 (1-{[3-bromo-2-[2-(2-(triphenylmethyl)-2H-tetrazol-5-yl)phenyl]-2H-indazol-5 -yl]methyl}-2-butyl-4-chloro-5-(hydroxymethyl)-1H-imidazole), Cl (hydrogen chloride). Solvent: C(C)O (ethanol), ClCCl (dichloromethane). Reaction conditions: time 17 hour. The product is BrC=1N(N=C2C=CC(=CC12)CN1C(=NC(=C1CO)Cl)CCCC)C1=C(C=CC=C1)C1=NN=NN1 (1-{[3-bromo-2-[2-(1H-tetrazol-5-yl)phenyl]-2H-indazol- 5-yl]methyl}-2-butyl-4-chloro-5-(hydroxymethyl)-1H-imidazole). As a reaction SMILES: [Br:1][C:2]1[N:3]([C:24]2[CH:29]=[CH:28][CH:27]=[CH:26][C:25]=2[C:30]2[N:31]=[N:32][N:33](C(C3C=CC=CC=3)(C3C=CC=CC=3)C3C=CC=CC=3)[N:34]=2)[N:4]=[C:5]2[C:10]=1[CH:9]=[C:8]([CH2:11][N:12]1[C:16]([CH2:17][OH:18])=[C:15]([Cl:19])[N:14]=[C:13]1[CH2:20][CH2:21][CH2:22][CH3:23])[CH:7]=[CH:6]2.Cl>ClCCl.C(O)C>[Br:1][C:2]1[N:3]([C:24]2[CH:29]=[CH:28][CH:27]=[CH:26][C:25]=2[C:30]2[NH:34][N:33]=[N:32][N:31]=2)[N:4]=[C:5]2[C:10]=1[CH:9]=[C:8]([CH2:11][N:12]1[C:16]([CH2:17][OH:18])=[C:15]([Cl:19])[N:14]=[C:13]1[CH2:20][CH2:21][CH2:22][CH3:23])[CH:7]=[CH:6]2. Procedure details: To 1-{[3-bromo-2-[2-(2-(triphenylmethyl)-2H-tetrazol-5-yl)phenyl]-2H-indazol-5-yl]methyl}-2-butyl-4-chloro-5-(hydroxymethyl)-1H-imidazole (obtained in Example 13) in dichloromethane (8.4 ml ) was dropwise added 14.7% hydrogen chloride in ethanol (5.6 ml), and the mixture was stirred at room temperature for 17 hours. The mixture was concentrated in an evaporator, and thereto were added water (5 ml), 10N aqueous sodium hydroxide (1.25 ml), and 1N aqueous sodium hydroxide (5 ml), followed by filtra... The reactants are BrC1=CC=C(C=C1)[C@@H]1[C@H](C1)CN1CCCCC1 (1-(((1S,2S)-2-(4-bromophenyl)cyclopropyl)methyl)piperidine), N=1NC(C=CC1)=O (3(2H)-pyridazinone). The product is N1(CCCCC1)C[C@@H]1[C@H](C1)C1=CC=C(C=C1)N1N=CC=CC1=O (2-(4-((1S,2S)-2-(piperidin-1-ylmethyl)cyclopropyl)phenyl)pyridazin-3(2H)-one). Reaction SMILES: Br[C:2]1[CH:7]=[CH:6][C:5]([C@H:8]2[CH2:10][C@@H:9]2[CH2:11][N:12]2[CH2:17][CH2:16][CH2:15][CH2:14][CH2:13]2)=[CH:4][CH:3]=1.[N:18]1[NH:19][C:20](=[O:24])[CH:21]=[CH:22][CH:23]=1>>[N:12]1([CH2:11][C@H:9]2[CH2:10][C@@H:8]2[C:5]2[CH:6]=[CH:7][C:2]([N:19]3[C:20](=[O:24])[CH:21]=[CH:22][CH:23]=[N:18]3)=[CH:3][CH:4]=2)[CH2:17][CH2:16][CH2:15][CH2:14][CH2:13]1. Reported procedure: Following the general procedure, reaction of 7b (2.67 g assayed, 9.08 mmol) with 3(2H)-pyridazinone (1.14 g, 11.8 mmol) afforded a solution of the free base of 8b in an assayed yield of 2.61 g (93% assay yield, 95% peak area). The reactants are [Na] (Sodium), COCCO (2-methoxyethanol), Cl.ClC1=C(C=C2C(=NC=NC2=C1)NC1=C(C=C(C=C1)Cl)F)[N+](=O)[O-] (7-chloro-4-(4-chloro-2-fluoroanilino)-6 nitroquinazoline hydrochloride). Run in C(C)(=O)O (acetic acid), O (water). Reaction conditions: time 15 minute. Yields the product ClC1=CC(=C(NC2=NCN(C3=CC=C(C=C23)[N+](=O)[O-])OCCOC)C=C1)F (4-(4-chloro-2-fluoroanilino)-1-(2-methoxyethoxy)-6-nitroquinazoline). Yield: 60.0%. Reaction SMILES: [Na].[CH3:2][O:3][CH2:4][CH2:5][OH:6].Cl.Cl[C:9]1[CH:18]=[C:17]2[C:12]([C:13]([NH:19][C:20]3[CH:25]=[CH:24][C:23]([Cl:26])=[CH:22][C:21]=3[F:27])=[N:14][CH:15]=[N:16]2)=[CH:11][C:10]=1[N+:28]([O-:30])=[O:29]>C(O)(=O)C.O>[Cl:26][C:23]1[CH:24]=[CH:25][C:20]([NH:19][C:13]2[C:12]3[C:17](=[CH:18][CH:9]=[C:10]([N+:28]([O-:30])=[O:29])[CH:11]=3)[N:16]([O:6][CH2:5][CH2:4][O:3][CH3:2])[CH2:15][N:14]=2)=[C:21]([F:27])[CH:22]=1 |f:2.3,^1:0|. Reported procedure: Sodium (148 mg, 6.4 mmol) was added to 2-methoxyethanol (10 ml), the mixture stirred for 15 minutes to give a complete solution and the volatiles removed by evaporation. The residue was dissolved in DMSO (5 ml) and 7-chloro-4-(4-chloro-2-fluoroanilino)-6 nitroquinazoline hydrochloride (500 mg, 1.3 mmol) was added. The mixture was stirred at ambient temperature for 18 hours then diluted with a solution of acetic acid (1 ml) in water (20 ml). The resulting precipitate was collected by filtration, ... Reactants: mixture, Phosphatidylcholine, O=C(CCCCCCC\C=C/CCCCCCCC)OCC(COC(CCCCCCC\C=C/CCCCCCCC)=O)OC(CCCCCCC\C=C/CCCCCCCC)=O (Triolein), CCCCCCCC/C=C\CCCCCCCC(=O)O[C@H]1CC[C@@]2([C@H]3CC[C@]4([C@H]([C@@H]3CC=C2C1)CC[C@@H]4[C@H](C)CCCC(C)C)C)C (Cholesteryl Oleate), polycarbonate, CCC(C)(C)C(=O)O[C@H]1C[C@H](C=C2[C@H]1[C@H]([C@H](C=C2)C)CC[C@@H]3C[C@H](CC(=O)O3)O)C (Lipex), N#N (N2), 250W. Run in C(Cl)(Cl)Cl.CO (chloroform methanol), C(C(CO)(CO)N)O.Cl (Tris-HCl). Reaction conditions: temperature 52.5 celsius, time 24 hour. Product: CC(C)CCC[C@@H](C)[C@H]1CC[C@H]2[C@@H]3CC=C4C[C@@H](O)CC[C@]4(C)[C@H]3CC[C@]12C (cholesterol). As a reaction SMILES: O=C(OCC(OC(=O)CCCCCCC/C=C\CCCCCCCC)COC(=O)CCCCCCC/C=C\CCCCCCCC)CCCCCCC/C=C\CCCCCCCC.CCCCCCCC/C=C\CCCCCCCC([O:83][C@@H:84]1[CH2:97][C:96]2[C@@:87]([CH3:110])([C@@H:88]3[C@@H:93]([CH2:94][CH:95]=2)[C@@H:92]2[CH2:98][CH2:99][C@H:100]([C@@H:101]([CH2:103][CH2:104][CH2:105][CH:106]([CH3:108])[CH3:107])[CH3:102])[C@@:91]2([CH3:109])[CH2:90][CH2:89]3)[CH2:86][CH2:85]1)=O.N#N.CCC(C(O[C@@H]1[C@@H]2[C@@H](CC[C@H]3OC(=O)C[C@H](O)C3)[C@@H](C)C=CC2=C[C@H](C)C1)=O)(C)C>C(Cl)(Cl)Cl.CO.C(O)C(N)(CO)CO.Cl>[CH3:108][CH:106]([CH2:105][CH2:104][CH2:103][C@H:101]([C@@H:100]1[C@:91]2([CH3:109])[C@H:92]([C@H:93]3[C@H:88]([CH2:89][CH2:90]2)[C@:87]2([CH3:110])[C:96]([CH2:97][C@H:84]([CH2:85][CH2:86]2)[OH:83])=[CH:95][CH2:94]3)[CH2:98][CH2:99]1)[CH3:102])[CH3:107] |f:4.5,6.7|. Reported procedure: A 3:2:1 molar mixture of Phosphatidylcholine: Triolein: Cholesteryl Oleate (PC:TO:CO) was dissolved in chloroform/methanol 2:1 (V/V) and the solvent removed under a stream of nitrogen. The lipids were then re-dissolved and lyophilised from t-butanol for 24 hours (EF4 Modulyo Freeze Dryer, Edwards High Vacuum, Crawley, United Kingdom), then re-suspended in 0.01M Tris-HCl buffer (pH 8.0) to give a final concentration of 7 to 8 % w/v for extrusion. The lipid dispersions were sonicated under a strea... Reactants: ClCCCCC(=O)Cl (5-chlorovaleryl chloride), C(C)C1(C2CC3CC(CC1C3)C2)O (2-ethyl-2-adamantanol), ClCC(=O)Cl (chloroacetyl chloride), CC1(CCCCC1)O (1-methyl-1-cyclohexanol). Yields the product C(C(=C)C)(=O)OCCCCC(=O)OC1(CCCCC1)C (4-(1-methyl-1-cyclohexyloxycarbonyl)butyl methacrylate). Reaction SMILES: C([C:3]1([OH:13])[CH:10]2[CH2:11]C3CC(CC1C3)[CH2:9]2)C.ClCC(Cl)=[O:17].[CH3:19][C:20]1([OH:26])[CH2:25][CH2:24][CH2:23][CH2:22][CH2:21]1.Cl[CH2:28][CH2:29][CH2:30][CH2:31][C:32](Cl)=[O:33]>>[C:3]([O:13][CH2:28][CH2:29][CH2:30][CH2:31][C:32]([O:26][C:20]1([CH3:19])[CH2:25][CH2:24][CH2:23][CH2:22][CH2:21]1)=[O:33])(=[O:17])[C:10]([CH3:11])=[CH2:9]. Reported procedure: Synthetic experiment was conducted in the same manner as in Monomer Synthesis Example 1 except that 2-ethyl-2-adamantanol and chloroacetyl chloride were changed to 1-methyl-1-cyclohexanol and 5-chlorovaleryl chloride respectively, and the above described methacrylic derivative was obtained.